Dataset: the Open Reaction Database (ORD), a public repository of structured organic reaction records. Task: describe an organic reaction: reactants, conditions, products, and yield Reactants: C([O-])([O-])=O.[Na+].[Na+] (sodium carbonate), C(C)(C)N(CCCCCCC)C(CC=1C(NCCC2C1C1=CC=C(C=C1CC2)OC)=O)C (1-[2-(N-isopropyl-N-heptylamino)propyl]-9-methoxy-3,4,5,5a,6,7-hexahydro-2H-naphth[1,2-d]azepin-2-one), solution, B(Br)(Br)Br (boron tribromide). Run in C(Cl)Cl (methylene chloride), C(Cl)Cl (methylene chloride). Yields the product C(C)(C)N(CCCCCCC)C(CC=1C(NCCC2C1C1=CC=C(C=C1CC2)O)=O)C (1-[2-(N-isopropyl-N-heptylamino)propyl]-9-hydroxy-3,4,5,5a,6,7-hexahydro-2H-naphth[1,2-d]azepin-2one). Reaction SMILES: [CH:1]([N:4]([CH:12]([CH3:32])[CH2:13][C:14]1[C:15](=[O:31])[NH:16][CH2:17][CH2:18][CH:19]2[CH2:28][CH2:27][C:26]3[C:21](=[CH:22][CH:23]=[C:24]([O:29]C)[CH:25]=3)[C:20]=12)[CH2:5][CH2:6][CH2:7][CH2:8][CH2:9][CH2:10][CH3:11])([CH3:3])[CH3:2].B(Br)(Br)Br.C(=O)([O-])[O-].[Na+].[Na+]>C(Cl)Cl>[CH:1]([N:4]([CH:12]([CH3:32])[CH2:13][C:14]1[C:15](=[O:31])[NH:16][CH2:17][CH2:18][CH:19]2[CH2:28][CH2:27][C:26]3[C:21](=[CH:22][CH:23]=[C:24]([OH:29])[CH:25]=3)[C:20]=12)[CH2:5][CH2:6][CH2:7][CH2:8][CH2:9][CH2:10][CH3:11])([CH3:2])[CH3:3] |f:2.3.4|. Reported procedure: The solution of 2.2 g of 1-[2-(N-isopropyl-N-heptylamino)propyl]-9-methoxy-3,4,5,5a,6,7-hexahydro-2H-naphth[1,2-d]azepin-2-one, RR racemate in 18 ml of methylene chloride, precooled in a dry ice-acetone bath, is added to 31.3 ml of a similarly cooled 10% solution of boron tribromide in methylene chloride. The mixture is allowed to reach room temperature and is stirred at said temperature overnight. It is cooled in an ice bath, neutralized to pH=9 with 75 ml of saturated aqueous sodium carbonate ... Reactants: ClCCCCBr, COc1ccc(NC(=O)Nc2ccc(Oc3ccnc4cc(O)c(C#N)cc34)cc2)cc1, O=C([O-])[O-], CN(C)C=O, [K+], [K+]. Product: COc1ccc(NC(=O)Nc2ccc(Oc3ccnc4cc(OCCCCCl)c(C#N)cc34)cc2)cc1. RXN SMILES: [Br:39][CH2:40][CH2:41][CH2:42][CH2:43][Cl:44].[C:1](#[N:2])[c:3]1[cH:4][c:5]2[c:6]([O:14][c:15]3[cH:16][cH:17][c:18]([NH:21][C:22](=[O:23])[NH:24][c:25]4[cH:26][cH:27][c:28]([O:31][CH3:32])[cH:29][cH:30]4)[cH:19][cH:20]3)[cH:7][cH:8][n:9][c:10]2[cH:11][c:12]1[OH:13].[C:33](=[O:34])([O-:35])[O-:36].[CH3:45][N:46]([CH3:47])[CH:48]=[O:49].[K+:37].[K+:38]>>[C:1](#[N:2])[c:3]1[cH:4][c:5]2[c:6]([O:14][c:15]3[cH:16][cH:17][c:18]([NH:21][C:22](=[O:23])[NH:24][c:25]4[cH:26][cH:27][c:28]([O:31][CH3:32])[cH:29][cH:30]4)[cH:19][cH:20]3)[cH:7][cH:8][n:9][c:10]2[cH:11][c:12]1[O:13][CH2:40][CH2:41][CH2:42][CH2:43][Cl:44]. The reactants are paranitrobenzylchloroformate, C(=O)=O.CC(=O)C (dry ice acetone), [Si](C)(C)(C(C)(C)C)N1C([C@H]([C@@H]1SC(C1=CC=CC=C1)(C1=CC=CC=C1)C1=CC=CC=C1)CO)=O (trans 1-(t-butyldimethylsilyl)-3-hydroxymethyl-4-tritylthio-2-azetidinone), [Li]CCCC (n-BuLi). Solvent: O1CCCC1 (tetrahydrofuran). Run at time 25 minute. Yields the product C(=O)OC[C@@H]1C(N[C@H]1SC(C1=CC=CC=C1)(C1=CC=CC=C1)C1=CC=CC=C1)=O (Trans 3-formyloxymethyl-4-triphenylmethylthio-2-azetidinone). Yield: 60.0%. RXN SMILES: [C:1](=[O:3])=[O:2].CC(C)=O.[Si]([N:15]1[C@@H:18]([S:19][C:20]([C:33]2[CH:38]=[CH:37][CH:36]=[CH:35][CH:34]=2)([C:27]2[CH:32]=[CH:31][CH:30]=[CH:29][CH:28]=2)[C:21]2[CH:26]=[CH:25][CH:24]=[CH:23][CH:22]=2)[C@H:17]([CH2:39]O)[C:16]1=[O:41])(C(C)(C)C)(C)C.[Li]CCCC>O1CCCC1>[CH:1]([O:3][CH2:39][C@H:17]1[C@H:18]([S:19][C:20]([C:21]2[CH:26]=[CH:25][CH:24]=[CH:23][CH:22]=2)([C:27]2[CH:28]=[CH:29][CH:30]=[CH:31][CH:32]=2)[C:33]2[CH:38]=[CH:37][CH:36]=[CH:35][CH:34]=2)[NH:15][C:16]1=[O:41])=[O:2] |f:0.1|. Reported procedure: To a cold (dry ice-acetone bath, -78° C.) solution of trans 1-(t-butyldimethylsilyl)-3-hydroxymethyl-4-tritylthio-2-azetidinone (4.89 g, 10 mmol) in tetrahydrofuran (15 ml) was added dropwise 1.6 M n-BuLi (8.2 mmol). The red solution was stirred in a cold bath for 25 min and then treated dropwise with a solution of paranitrobenzylchloroformate (2.6 g, 12 mmol). Stirring was continued for 2 h. The reaction mixture was partitioned between ammonium chloride and ethyl acetate. The aqueous layer was ... The reactants are BrC1=CC(=C(C=C1)C)[N+](=O)[O-] (4-bromo-2-nitrotoluene), DMF dimethylacetal, N1CCCC1 (pyrrolidine). Reagents/catalysts: [Zn] (Zinc). Run in CN(C)C=O (DMF), C(C)OCC (ethyl ether). Conditions: temperature 110 celsius. The product is BrC1=CC=C2C=CNC2=C1 (6-Bromoindole). RXN SMILES: [Br:1][C:2]1[CH:7]=[CH:6][C:5]([CH3:8])=[C:4]([N+:9]([O-])=O)[CH:3]=1.N1CCC[CH2:13]1>CN(C=O)C.C(OCC)C.[Zn]>[Br:1][C:2]1[CH:3]=[C:4]2[C:5]([CH:8]=[CH:13][NH:9]2)=[CH:6][CH:7]=1. Procedure: To a solution of 4-bromo-2-nitrotoluene (4.3 g., 20 mmol.) in DMF (40 mL.) was added DMF dimethylacetal (7.15 g., 60 mmol.) and pyrrolidine (1.4 g., 20 mmol.). The solution was heated to 110° C. for 4 hr. then cooled to rt. and diluted with ethyl ether. The mixture was washed 3×with water, dried with Na2SO4, filtered and the solvent evaporated. The residue was dissolved in 80% aqueous acetic acid (125 mL.) and heated to 75° C. Zinc dust (9.75 g., 150 mmol.) was added gradually over 20 min. The r... The reactants are COc1ccc(C(C)=O)cc1, CON=C1CCc2cc(C=O)ccc21. Yields the product CON=C1CCc2cc(C=CC(=O)c3ccc(OC)cc3)ccc21. As a reaction SMILES: [CH3:15][O:16][c:17]1[cH:18][cH:19][c:20]([C:23]([CH3:24])=[O:25])[cH:21][cH:22]1.[CH3:1][O:2][N:3]=[C:4]1[CH2:5][CH2:6][c:7]2[cH:8][c:9]([CH:13]=[O:14])[cH:10][cH:11][c:12]21>>[CH3:1][O:2][N:3]=[C:4]1[CH2:5][CH2:6][c:7]2[cH:8][c:9]([CH:13]=[CH:24][C:23]([c:20]3[cH:19][cH:18][c:17]([O:16][CH3:15])[cH:22][cH:21]3)=[O:25])[cH:10][cH:11][c:12]21. Reactants: ClCCl, CN(C)C=O, O=C(O)C(CC1CCCC1)N1Cc2c(cccc2C(F)(F)F)C1=O, O=C(Cl)C(=O)Cl, Nc1ccn(CCO)n1, Cc1cccc(C)n1. Product: O=C(Nc1ccn(CCO)n1)C(CC1CCCC1)N1Cc2c(cccc2C(F)(F)F)C1=O. Reaction SMILES: [CH2:48]([Cl:49])[Cl:50].[CH3:51][N:52]([CH3:53])[CH:54]=[O:55].[CH:1]1([CH2:6][CH:7]([C:8](=[O:9])[OH:10])[N:11]2[C:12](=[O:24])[c:13]3[cH:14][cH:15][cH:16][c:17]([C:20]([F:21])([F:22])[F:23])[c:18]3[CH2:19]2)[CH2:2][CH2:3][CH2:4][CH2:5]1.[Cl:25][C:26]([C:27]([Cl:28])=[O:29])=[O:30].[NH2:31][c:32]1[n:33][n:34]([CH2:37][CH2:38][OH:39])[cH:35][cH:36]1.[n:40]1[c:41]([CH3:42])[cH:43][cH:44][cH:45][c:46]1[CH3:47]>>[CH:1]1([CH2:6][CH:7]([C:8](=[O:10])[NH:31][c:32]2[n:33][n:34]([CH2:37][CH2:38][OH:39])[cH:35][cH:36]2)[N:11]2[C:12](=[O:24])[c:13]3[cH:14][cH:15][cH:16][c:17]([C:20]([F:21])([F:22])[F:23])[c:18]3[CH2:19]2)[CH2:2][CH2:3][CH2:4][CH2:5]1.